Dataset: the Open Reaction Database (ORD), a public repository of structured organic reaction records. Task: describe an organic reaction: reactants, conditions, products, and yield The reactants are [N+](=O)([O-])C1=CC=C(C=C1)N=NC1=CC=C(OCC(=O)OCC)C=C1 (ethyl 2-[4-(4-nitrophenylazo)phenoxy]-ethanoate), C(#N)C1=CC=C(C=C1)N=NC1=CC=C(OCC(=O)O)C=C1 (2-[4-(4-cyanophenyl-azo)phenoxy]-ethanoic acid). As a reaction SMILES: [N+:1]([C:4]1[CH:9]=[CH:8][C:7]([N:10]=[N:11][C:12]2[CH:24]=[CH:23][C:15]([O:16][CH2:17][C:18]([O:20]CC)=[O:19])=[CH:14][CH:13]=2)=[CH:6][CH:5]=1)([O-:3])=[O:2].C(C1C=CC(N=NC2C=CC(OCC(O)=O)=CC=2)=CC=1)#N>>[N+:1]([C:4]1[CH:9]=[CH:8][C:7]([N:10]=[N:11][C:12]2[CH:24]=[CH:23][C:15]([O:16][CH2:17][C:18]([OH:20])=[O:19])=[CH:14][CH:13]=2)=[CH:6][CH:5]=1)([O-:3])=[O:2]. The product is [N+](=O)([O-])C1=CC=C(C=C1)N=NC1=CC=C(OCC(=O)O)C=C1 (2-[4-(4-Nitrophenylazo)phenoxy]-ethanoic acid). Reported procedure: 2-[4-(4-Nitrophenylazo)phenoxy]-ethanoic acid was prepared by hydrolysis of ethyl 2-[4-(4-nitrophenylazo)phenoxy]-ethanoate analogous with the preparation of 2-[4-(4-cyanophenyl-azo)phenoxy]-ethanoic acid. Starting materials: CCOC1CN(C(=O)OC)CC1Nc1nc(CC)c(I)nc1CC, CCOC1CN(C(=O)OCc2ccccc2)CC1Nc1nc(CC)cnc1CC. Yields the product CCOC1CN(C(=O)OCc2ccccc2)CC1Nc1nc(CC)c(I)nc1CC. Reaction SMILES: [CH2:1]([CH3:2])[c:3]1[c:4]([NH:12][CH:13]2[CH2:14][N:15]([C:21](=[O:22])[O:23][CH3:24])[CH2:16][CH:17]2[O:18][CH2:19][CH3:20])[n:5][c:6]([CH2:10][CH3:11])[c:7]([I:9])[n:8]1.[CH2:25]([c:26]1[c:27]([NH:28][CH:29]2[CH:30]([O:31][CH2:32][CH3:33])[CH2:34][N:35]([C:36]([O:37][CH2:38][c:48]3[cH:49][cH:50][cH:51][cH:52][cH:53]3)=[O:39])[CH2:40]2)[n:41][c:42]([CH2:43][CH3:44])[cH:45][n:46]1)[CH3:47]>>[CH2:1]([CH3:2])[c:3]1[c:4]([NH:12][CH:13]2[CH2:14][N:15]([C:21](=[O:22])[O:23][CH2:24][c:48]3[cH:49][cH:50][cH:51][cH:52][cH:53]3)[CH2:16][CH:17]2[O:18][CH2:19][CH3:20])[n:5][c:6]([CH2:10][CH3:11])[c:7]([I:9])[n:8]1. The reactants are II (iodine), BrC=1C=C(C=CC1)C(=C)C1=C(C=C(C=C1)OC(F)F)F (4-[1-(3-bromo-phenyl)-vinyl]-1-difluoromethoxy-3-fluoro-benzene), C(C)(=O)OCC.C(C)#N (ethyl acetate acetonitrile), crude product, N (ammonia). The solvent is C(C)(=O)OCC (ethyl acetate). Yields the product BrC=1C=C(C=CC1)C1(N=C(OC1)N)C1=C(C=C(C=C1)OC(F)F)F ((RS)-4-(3-Bromo-phenyl)-4-(4-difluoromethoxy-2-fluoro-phenyl)-4,5-dihydro-oxazol-2-ylamine). RXN SMILES: II.[Br:3][C:4]1[CH:5]=[C:6]([C:10]([C:12]2[CH:17]=[CH:16][C:15]([O:18][CH:19]([F:21])[F:20])=[CH:14][C:13]=2[F:22])=[CH2:11])[CH:7]=[CH:8][CH:9]=1.[NH3:23].C([O:27][CH2:28]C)(=O)C.C(#[N:32])C>C(OCC)(=O)C>[Br:3][C:4]1[CH:5]=[C:6]([C:10]2([C:12]3[CH:17]=[CH:16][C:15]([O:18][CH:19]([F:20])[F:21])=[CH:14][C:13]=3[F:22])[CH2:11][O:27][C:28]([NH2:32])=[N:23]2)[CH:7]=[CH:8][CH:9]=1 |f:3.4|. Procedure: According to general method 2, a solution of iodine in ethyl acetate was added to a mixture of 4-[1-(3-bromo-phenyl)-vinyl]-1-difluoromethoxy-3-fluoro-benzene (4.9 g, 14 mmol) mid silver cyanate in ethyl acetate/acetonitrile. The crude product of this reaction was subsequently reacted with aqueous ammonia (30% by vol). Purification by SCX yield 2.0 g of product (35%).